This data is from the Open Reaction Database (ORD), a public repository of structured organic reaction records. The task is: describe an organic reaction: reactants, conditions, products, and yield Starting materials: ClC1=NC=C(C(=O)Cl)C=C1 (6-chloronicotinoyl chloride), Cl (hydrochloric acid), N[C@@H](C)C(=O)N1[C@H](C(=O)O)CCC1 (L-Alanyl-L-proline), C([O-])([O-])=O.[K+].[K+] (potassium carbonate). The solvent is C(C)#N (acetonitrile), [OH-].[K+] (potassium hydroxide), [OH-].[K+] (potassium hydroxide), C(C)#N (acetonitrile), C(C)O (ethanol). Yields the product ClC1=CC=C(C=N1)C(=O)N[C@@H](C)C(=O)N1[C@H](C(=O)O)CCC1 (N-[(6-Chloro-3-pyridinyl)carbonyl]-L-alanyl-L-proline). Yield: 39.8%. As a reaction SMILES: [NH2:1][C@H:2]([C:4]([N:6]1[CH2:13][CH2:12][CH2:11][C@H:7]1[C:8]([OH:10])=[O:9])=[O:5])[CH3:3].C(=O)([O-])[O-].[K+].[K+].[Cl:20][C:21]1[CH:29]=[CH:28][C:24]([C:25](Cl)=[O:26])=[CH:23][N:22]=1.Cl>[OH-].[K+].C(O)C.C(#N)C>[Cl:20][C:21]1[N:22]=[CH:23][C:24]([C:25]([NH:1][C@H:2]([C:4]([N:6]2[CH2:13][CH2:12][CH2:11][C@H:7]2[C:8]([OH:10])=[O:9])=[O:5])[CH3:3])=[O:26])=[CH:28][CH:29]=1 |f:1.2.3,6.7|. Reported procedure: L-Alanyl-L-proline (1.0 g, 5.4 mmol) is dissolved in a mixture of 10.8 ml of 0.5 N potassium hydroxide and 750 mg (5.4 mmol) of anhydrous potassium carbonate, and 10 ml of acetonitrile are added. After cooling in an ice bath, a concentrated acetonitrile solution of 1.2 g of 6-chloronicotinoyl chloride is added dropwise while stirring and keeping the pH of the mixture at 12 to 13 with 1N potassium hydroxide, as necessary. Stirring is continued for 2 additional hours at room temperature, then the ... The reactants are CNC, CC#N, CC(=O)Nc1ccc(C(=O)C(C)Cl)cc1, Cl, [K+], [K+], O=C([O-])[O-], O. Yields the product CC(=O)Nc1ccc(C(=O)C(C)N(C)C)cc1. As a reaction SMILES: [CH3:17][NH:18][CH3:19].[CH3:27][C:28]#[N:29].[Cl:1][CH:2]([C:3](=[O:4])[c:5]1[cH:6][cH:7][c:8]([NH:11][C:12]([CH3:13])=[O:14])[cH:9][cH:10]1)[CH3:15].[ClH:16].[K+:20].[K+:21].[O-:22][C:23]([O-:24])=[O:25].[OH2:26]>>[CH:2]([C:3](=[O:4])[c:5]1[cH:6][cH:7][c:8]([NH:11][C:12]([CH3:13])=[O:14])[cH:9][cH:10]1)([CH3:15])[N:18]([CH3:17])[CH3:19]. Reactants: NC1=C(C(=NN1C1=C(C=C(C=C1Cl)C(F)(F)F)Cl)C#N)SC(F)(F)F (5-amino-3-cyano-1-(2,6-dichloro-4-trifluoromethylphenyl)-4-trifluoromethylthiopyrazole), ClC1=CC(=CC=C1)C(=O)OO (m-chloroperbenzoic acid), ClC1=CC(=CC=C1)C(=O)OO (m-chloroperbenzoic acid). The solvent is C(C)(=O)OCC (ethyl acetate), ClCCl (dichloromethane). Reaction conditions: time 2 day. Yields the product NC1=C(C(=NN1C1=C(C=C(C=C1Cl)C(F)(F)F)Cl)C#N)S(=O)C(F)(F)F (5-amino-3-cyano-1-(2,6-dichloro-4-trifluoromethylphenyl)-4-trifluoromethylsulphinylpyrazole). Isolated yield 57.8%. RXN SMILES: [NH2:1][C:2]1[N:6]([C:7]2[C:12]([Cl:13])=[CH:11][C:10]([C:14]([F:17])([F:16])[F:15])=[CH:9][C:8]=2[Cl:18])[N:5]=[C:4]([C:19]#[N:20])[C:3]=1[S:21][C:22]([F:25])([F:24])[F:23].ClC1C=CC=C(C(OO)=[O:34])C=1>ClCCl.C(OCC)(=O)C>[NH2:1][C:2]1[N:6]([C:7]2[C:12]([Cl:13])=[CH:11][C:10]([C:14]([F:15])([F:16])[F:17])=[CH:9][C:8]=2[Cl:18])[N:5]=[C:4]([C:19]#[N:20])[C:3]=1[S:21]([C:22]([F:25])([F:24])[F:23])=[O:34]. Procedure details: A stirred solution of 5-amino-3-cyano-1-(2,6-dichloro-4-trifluoromethylphenyl)-4-trifluoromethylthiopyrazole (10.0 g) in dichloromethane (100 ml) was treated with m-chloroperbenzoic acid (4.5 g). After stirring overnight additional m-chloroperbenzoic acid (1.6 g) was added in 2 portions, and left for 2 days. The reaction product was diluted with ethyl acetate (30 ml) and then washed in turn with sodium sulphite solution (50 ml), sodium carbonate solution (50 ml) and with water (50 ml). After dry... The reactants are CC(=O)[O-], CC(=O)[O-], OB(O)c1ccnc(Cl)c1, ClCCl, [Cu+2], O=C(c1ccc2[nH]c(C(=O)N3CCC(F)(F)CC3)cc2c1)N1CCC(N2CCCC2)CC1, c1ccncc1. As a reaction SMILES: [C:52]([O-:53])(=[O:54])[CH3:55].[C:57]([O-:58])(=[O:59])[CH3:60].[Cl:33][c:34]1[n:35][cH:36][cH:37][c:38]([B:40]([OH:41])[OH:42])[cH:39]1.[Cl:49][CH2:50][Cl:51].[Cu+2:56].[F:1][C:2]1([F:32])[CH2:3][CH2:4][N:5]([C:8](=[O:9])[c:10]2[nH:11][c:12]3[cH:13][cH:14][c:15]([C:19](=[O:20])[N:21]4[CH2:22][CH2:23][CH:24]([N:27]5[CH2:28][CH2:29][CH2:30][CH2:31]5)[CH2:25][CH2:26]4)[cH:16][c:17]3[cH:18]2)[CH2:6][CH2:7]1.[cH:43]1[cH:44][cH:45][n:46][cH:47][cH:48]1>>[F:1][C:2]1([F:32])[CH2:3][CH2:4][N:5]([C:8](=[O:9])[c:10]2[n:11](-[c:38]3[cH:37][cH:36][n:35][c:34]([Cl:33])[cH:39]3)[c:12]3[cH:13][cH:14][c:15]([C:19](=[O:20])[N:21]4[CH2:22][CH2:23][CH:24]([N:27]5[CH2:28][CH2:29][CH2:30][CH2:31]5)[CH2:25][CH2:26]4)[cH:16][c:17]3[cH:18]2)[CH2:6][CH2:7]1. The product is O=C(c1ccc2c(c1)cc(C(=O)N1CCC(F)(F)CC1)n2-c1ccnc(Cl)c1)N1CCC(N2CCCC2)CC1. As a reaction SMILES: Br[C:2]1[CH:15]=[CH:14][C:13]2[C:4](=[C:5]([O:16][C@H:17]3[CH2:21][N:20]([C:22]([O:24][C:25]([CH3:28])([CH3:27])[CH3:26])=[O:23])[C@H:19]([C:29]([O:31][CH3:32])=[O:30])[CH2:18]3)[N:6]=[C:7]3[C:12]=2[CH:11]=[CH:10][CH:9]=[CH:8]3)[CH:3]=1.[CH:33]([Sn](CCCC)(CCCC)CCCC)=[CH2:34]>C1(C)C=CC=CC=1.C1C=CC([P]([Pd]([P](C2C=CC=CC=2)(C2C=CC=CC=2)C2C=CC=CC=2)([P](C2C=CC=CC=2)(C2C=CC=CC=2)C2C=CC=CC=2)[P](C2C=CC=CC=2)(C2C=CC=CC=2)C2C=CC=CC=2)(C2C=CC=CC=2)C2C=CC=CC=2)=CC=1>[CH:33]([C:2]1[CH:15]=[CH:14][C:13]2[C:4](=[C:5]([O:16][C@H:17]3[CH2:21][N:20]([C:22]([O:24][C:25]([CH3:26])([CH3:28])[CH3:27])=[O:23])[C@H:19]([C:29]([O:31][CH3:32])=[O:30])[CH2:18]3)[N:6]=[C:7]3[C:12]=2[CH:11]=[CH:10][CH:9]=[CH:8]3)[CH:3]=1)=[CH2:34] |^1:58,60,79,98|. Product: C(=C)C1=CC2=C(N=C3C=CC=CC3=C2C=C1)O[C@@H]1C[C@H](N(C1)C(=O)OC(C)(C)C)C(=O)OC (1-tert-butyl 2-methyl (2S,4R)-4-[(8-vinylphenanthridin-6-yl)oxy]pyrrolidine-1,2-dicarboxylate). Procedure details: To a degassed solution of the product mixture from Step 3 (320 mg, 0.64 mmol) in PhMe (5 mL) was added vinyltributyltin (0.225 mL, 0.77 mmol) and tetrakis(triphenylphosphine)palladium (74 mg, 0.06 mmol). The mixture was then heated to reflux for 18 h. The solvent was then removed in vacuo and the crude material was purified on silica (gradient elution, 5-50% EtOAc/hex) to provide the title compound as a 1:1 mixture with the expected regioisomer. LRMS ((M-Boc)+H)+=349.3. The solvent is C1(=CC=CC=C1)C (PhMe). Reagents/catalysts: C=1C=CC(=CC1)[P](C=2C=CC=CC2)(C=3C=CC=CC3)[Pd]([P](C=4C=CC=CC4)(C=5C=CC=CC5)C=6C=CC=CC6)([P](C=7C=CC=CC7)(C=8C=CC=CC8)C=9C=CC=CC9)[P](C=1C=CC=CC1)(C=1C=CC=CC1)C=1C=CC=CC1 (tetrakis(triphenylphosphine)palladium). Reactants: BrC1=CC2=C(N=C3C=CC=CC3=C2C=C1)O[C@@H]1C[C@H](N(C1)C(=O)OC(C)(C)C)C(=O)OC (1-tert-butyl 2-methyl (2S,4R)-4-[(8-bromophenanthridin-6-yl)oxy]pyrrolidine-1,2-dicarboxylate), C(=C)[Sn](CCCC)(CCCC)CCCC (vinyltributyltin). The reactants are N1=CC=C(C=C1)[C@@H](C)O ((+)-(R)-1-(4-pyridyl)ethanol), C(CCC)[Li] (n-butyllithium), C12(CC3CC(CC(C1)C3)C2)C(=O)Cl (1-adamantanecarbonyl chloride). Run in C1CCOC1 (THF), CCCCCC (hexane), C1CCOC1 (THF). Yields the product C12(CC3CC(CC(C1)C3)C2)C(=O)O[C@H](C)C2=CC=NC=C2 ((+)-(R)-1-(4-Pyridyl)ethyl 1-adamantanecarboxylate). Isolated yield 88.1%. Reaction SMILES: [N:1]1[CH:6]=[CH:5][C:4]([C@H:7]([OH:9])[CH3:8])=[CH:3][CH:2]=1.C([Li])CCC.[C:15]12([C:25](Cl)=[O:26])[CH2:24][CH:19]3[CH2:20][CH:21]([CH2:23][CH:17]([CH2:18]3)[CH2:16]1)[CH2:22]2>C1COCC1.CCCCCC>[C:15]12([C:25]([O:9][C@@H:7]([C:4]3[CH:5]=[CH:6][N:1]=[CH:2][CH:3]=3)[CH3:8])=[O:26])[CH2:22][CH:21]3[CH2:20][CH:19]([CH2:18][CH:17]([CH2:23]3)[CH2:16]1)[CH2:24]2. Procedure: The method followed that described in Example 1, but using (+)-(R)-1-(4-pyridyl)ethanol (369 mg, 3.0 mmol) in THF (12 ml), n-butyllithium (2.5 M, 1.2 ml, 3.0 mmol) in hexane, and 1-adamantanecarbonyl chloride (656 mg, 3.3 mmol) in THF (3 ml). Chromatography, on elution with petrol-ether-triethylamine 200:50:1, afforded the title compound (754 mg, 88%). [α]D +25.8° (c 1, CHCl3); IR νmax 1730 cm-1 ; 1H-NMR (CDCl3) δ1.50 (3H, d, J 6.6 Hz, CHCH3), 1.73 and 1.93 (12H, 2s, adamantyl CH2), 2.04 (3H, s,... The reactants are O=C([O-])[O-], CC(C)c1noc(C2CCNCC2)n1, CN(C)C=O, CC(=O)c1c(Cl)ncnc1Nc1ccc(S(C)(=O)=O)nc1, Cl, [K+], [K+], O. The product is CC(=O)c1c(Nc2ccc(S(C)(=O)=O)nc2)ncnc1N1CCC(c2nc(C(C)C)no2)CC1. Reaction SMILES: [C:37](=[O:38])([O-:39])[O-:40].[CH:23]([CH3:24])([CH3:25])[c:26]1[n:27][o:28][c:29]([CH:31]2[CH2:32][CH2:33][NH:34][CH2:35][CH2:36]2)[n:30]1.[CH:44]([N:45]([CH3:46])[CH3:47])=[O:48].[Cl:1][c:2]1[n:3][cH:4][n:5][c:6]([NH:11][c:12]2[cH:13][n:14][c:15]([S:18](=[O:19])(=[O:20])[CH3:21])[cH:16][cH:17]2)[c:7]1[C:8]([CH3:9])=[O:10].[ClH:22].[K+:41].[K+:42].[OH2:43]>>[c:2]1([N:34]2[CH2:33][CH2:32][CH:31]([c:29]3[o:28][n:27][c:26]([CH:23]([CH3:24])[CH3:25])[n:30]3)[CH2:36][CH2:35]2)[n:3][cH:4][n:5][c:6]([NH:11][c:12]2[cH:13][n:14][c:15]([S:18](=[O:19])(=[O:20])[CH3:21])[cH:16][cH:17]2)[c:7]1[C:8]([CH3:9])=[O:10].